Dataset: the Open Reaction Database (ORD), a public repository of structured organic reaction records. Task: describe an organic reaction: reactants, conditions, products, and yield The reactants are CN1CCC(CC1)C1=CNC2=CC=C(C=C12)B(O)O (3-(1-methylpiperidin-4-yl)-1H-indole-5-boronic acid), BrC1=CC=C(C=C1)NC(C)=O (1-bromo-4-acetamidobenzene), C([O-])([O-])=O.[Na+].[Na+] (sodium carbonate). The reagents and catalysts are C=1C=CC(=CC1)[P](C=2C=CC=CC2)(C=3C=CC=CC3)[Pd]([P](C=4C=CC=CC4)(C=5C=CC=CC5)C=6C=CC=CC6)([P](C=7C=CC=CC7)(C=8C=CC=CC8)C=9C=CC=CC9)[P](C=1C=CC=CC1)(C=1C=CC=CC1)C=1C=CC=CC1 (tetrakis(triphenylphosphine)palladium(0)). Solvent: O1CCCC1.CO (tetrahydrofuran methanol). Yields the product C(C)(=O)NC1=CC=C(C=C1)C=1C=C2C(=CNC2=CC1)C1CCN(CC1)C (5-(4-Acetamidophenyl)-3-(1-Methylpiperidin-4-yl)-1H-Indole). Isolated yield 39.3%. As a reaction SMILES: [CH3:1][N:2]1[CH2:7][CH2:6][CH:5]([C:8]2[C:16]3[C:11](=[CH:12][CH:13]=[C:14](B(O)O)[CH:15]=3)[NH:10][CH:9]=2)[CH2:4][CH2:3]1.Br[C:21]1[CH:26]=[CH:25][C:24]([NH:27][C:28](=[O:30])[CH3:29])=[CH:23][CH:22]=1.C(=O)([O-])[O-].[Na+].[Na+]>O1CCCC1.CO.C1C=CC([P]([Pd]([P](C2C=CC=CC=2)(C2C=CC=CC=2)C2C=CC=CC=2)([P](C2C=CC=CC=2)(C2C=CC=CC=2)C2C=CC=CC=2)[P](C2C=CC=CC=2)(C2C=CC=CC=2)C2C=CC=CC=2)(C2C=CC=CC=2)C2C=CC=CC=2)=CC=1>[C:28]([NH:27][C:24]1[CH:25]=[CH:26][C:21]([C:14]2[CH:15]=[C:16]3[C:11](=[CH:12][CH:13]=2)[NH:10][CH:9]=[C:8]3[CH:5]2[CH2:6][CH2:7][N:2]([CH3:1])[CH2:3][CH2:4]2)=[CH:22][CH:23]=1)(=[O:30])[CH3:29] |f:2.3.4,5.6,^1:47,49,68,87|. Procedure details: The title compound was prepared by the procedure of Example 10, beginning with 3-(1-methylpiperidin-4-yl)-1H-indole-5-boronic acid (0.200 g, 0.77 mmol), 1-bromo-4-acetamidobenzene (0.158 g, 0.74 mmol), tetrakis(triphenylphosphine)palladium(0) (0.045 g, 0.039 mmol), and 2M aqueous sodium carbonate solution (2 mL) in 15 mL of tetrahydrofuran:methanol (1:1) to give the title compound (0.101 g, 40%) as an amorphous solid. FDMS m/e=348 (M+). EA calculated for C22H25N3O.¼ H2O: C, 75.07; H, 7.16; N, 11... Reactants: C1CCOC1, CCN(C(C)C)C(C)C, Clc1nc(Cl)c(Cl)c(Cl)n1, NCC1CCN(C(=O)OCc2ccccc2)CC1. Yields the product O=C(OCc1ccccc1)N1CCC(CNc2nc(Cl)nc(Cl)c2Cl)CC1. RXN SMILES: [CH2:38]1[O:39][CH2:40][CH2:41][CH2:42]1.[CH:19]([N:20]([CH2:21][CH3:22])[CH:23]([CH3:24])[CH3:25])([CH3:26])[CH3:27].[Cl:28][c:29]1[c:30]([Cl:37])[c:31]([Cl:36])[n:32][c:33]([Cl:35])[n:34]1.[NH2:1][CH2:2][CH:3]1[CH2:4][CH2:5][N:6]([C:9](=[O:10])[O:11][CH2:12][c:13]2[cH:14][cH:15][cH:16][cH:17][cH:18]2)[CH2:7][CH2:8]1>>[NH:1]([CH2:2][CH:3]1[CH2:4][CH2:5][N:6]([C:9](=[O:10])[O:11][CH2:12][c:13]2[cH:14][cH:15][cH:16][cH:17][cH:18]2)[CH2:7][CH2:8]1)[c:29]1[c:30]([Cl:37])[c:31]([Cl:36])[n:32][c:33]([Cl:35])[n:34]1. Starting materials: O=C(NCc1ccc(Cl)cc1)c1cnc2sc(I)cc2c1O, N#C[Cu], c1ccncc1. The product is N#Cc1cc2c(O)c(C(=O)NCc3ccc(Cl)cc3)cnc2s1. As a reaction SMILES: [Cl:1][c:2]1[cH:3][cH:4][c:5]([CH2:6][NH:7][C:8](=[O:9])[c:10]2[c:11]([OH:20])[c:12]3[c:13]([n:14][cH:15]2)[s:16][c:17]([I:19])[cH:18]3)[cH:21][cH:22]1.[Cu:23][C:24]#[N:25].[cH:26]1[cH:27][cH:28][n:29][cH:30][cH:31]1>>[Cl:1][c:2]1[cH:3][cH:4][c:5]([CH2:6][NH:7][C:8](=[O:9])[c:10]2[c:11]([OH:20])[c:12]3[c:13]([n:14][cH:15]2)[s:16][c:17]([C:24]#[N:25])[cH:18]3)[cH:21][cH:22]1. Reaction SMILES: [CH3:32][C:33]#[N:34].[F:1][c:2]1[cH:3][cH:4][c:5](-[n:8]2[c:9](-[c:13]3[cH:14][cH:15][c:16]([S:19](=[O:20])(=[O:21])[CH3:22])[cH:17][cH:18]3)[cH:10][cH:11][cH:12]2)[cH:6][cH:7]1.[Na+:26].[Na+:27].[O-:28][C:29](=[O:30])[O-:31].[Xe:23]([F:24])[F:25]>>[F:1][c:2]1[cH:3][cH:4][c:5](-[n:8]2[c:9](-[c:13]3[cH:14][cH:15][c:16]([S:19](=[O:20])(=[O:21])[CH3:22])[cH:17][cH:18]3)[cH:10][cH:11][c:12]2[F:24])[cH:6][cH:7]1. Reactants: CC#N, CS(=O)(=O)c1ccc(-c2cccn2-c2ccc(F)cc2)cc1, [Na+], [Na+], O=C([O-])[O-], F[Xe]F. Product: CS(=O)(=O)c1ccc(-c2ccc(F)n2-c2ccc(F)cc2)cc1. The reactants are CN, CC(C)O, Cl, c1ccc2c(c1)C1CCC2c2c(OCC3CO3)cccc21. Product: CNCC(O)COc1cccc2c1C1CCC2c2ccccc21, Cl. Reaction SMILES: [CH3:1][NH2:2].[CH:25]([OH:26])([CH3:27])[CH3:28].[ClH:24].[O:3]1[CH:4]([CH2:5][O:6][c:7]2[cH:8][cH:9][cH:10][c:11]3[c:20]2[CH:19]2[c:18]4[c:13]([cH:14][cH:15][cH:16][cH:17]4)[CH:12]3[CH2:22][CH2:21]2)[CH2:23]1>>[CH3:1][NH:2][CH2:23][CH:4]([OH:3])[CH2:5][O:6][c:7]1[cH:8][cH:9][cH:10][c:11]2[c:20]1[CH:19]1[c:18]3[c:13]([cH:14][cH:15][cH:16][cH:17]3)[CH:12]2[CH2:22][CH2:21]1.[ClH:24]. Starting materials: COc1cccc(Br)c1, O=C([O-])[O-], C1COCCO1, Cc1cnc(Cl)nc1N, [Cs+], [Cs+], O=C(C=Cc1ccccc1)C=Cc1ccccc1, O=C(C=Cc1ccccc1)C=Cc1ccccc1, O=C(C=Cc1ccccc1)C=Cc1ccccc1, [Pd], [Pd]. Product: COc1cccc(Nc2nc(Cl)ncc2C)c1. As a reaction SMILES: [Br:10][c:11]1[cH:12][c:13]([O:17][CH3:18])[cH:14][cH:15][cH:16]1.[C:19](=[O:20])([O-:21])[O-:22].[CH2:25]1[O:26][CH2:27][CH2:28][O:29][CH2:30]1.[Cl:1][c:2]1[n:3][cH:4][c:5]([CH3:9])[c:6]([NH2:8])[n:7]1.[Cs+:23].[Cs+:24].[O:33]=[C:34]([CH:35]=[CH:36][c:37]1[cH:38][cH:39][cH:40][cH:41][cH:42]1)[CH:43]=[CH:44][c:45]1[cH:46][cH:47][cH:48][cH:49][cH:50]1.[O:51]=[C:52]([CH:53]=[CH:54][c:55]1[cH:56][cH:57][cH:58][cH:59][cH:60]1)[CH:61]=[CH:62][c:63]1[cH:64][cH:65][cH:66][cH:67][cH:68]1.[O:69]=[C:70]([CH:71]=[CH:72][c:73]1[cH:74][cH:75][cH:76][cH:77][cH:78]1)[CH:79]=[CH:80][c:81]1[cH:82][cH:83][cH:84][cH:85][cH:86]1.[Pd:31].[Pd:32]>>[Cl:1][c:2]1[n:3][cH:4][c:5]([CH3:9])[c:6]([NH:8][c:11]2[cH:12][c:13]([O:17][CH3:18])[cH:14][cH:15][cH:16]2)[n:7]1.